This data is from the Open Reaction Database (ORD), a public repository of structured organic reaction records. The task is: describe an organic reaction: reactants, conditions, products, and yield Starting materials: O=C(O)c1ccc(Cl)cc1, CC(C)(C)OC(=O)N1CCC(CN)C1. Product: CC(C)(C)OC(=O)N1CCC(CNC(=O)c2ccc(Cl)cc2)C1. RXN SMILES: [Cl:15][c:16]1[cH:17][cH:18][c:19]([C:20](=[O:21])[OH:22])[cH:23][cH:24]1.[NH2:1][CH2:2][CH:3]1[CH2:4][N:5]([C:8](=[O:9])[O:10][C:11]([CH3:12])([CH3:13])[CH3:14])[CH2:6][CH2:7]1>>[NH:1]([CH2:2][CH:3]1[CH2:4][N:5]([C:8](=[O:9])[O:10][C:11]([CH3:12])([CH3:13])[CH3:14])[CH2:6][CH2:7]1)[C:20]([c:19]1[cH:18][cH:17][c:16]([Cl:15])[cH:24][cH:23]1)=[O:21]. Reactants: BrC(c1ccccc1)c1ccccc1, CCC(C)=O, O=C(NC1CCC2CNCC21)C(C1CCCCC1)C1CCCCC1, [I-], [K+], [Na+], [Na+], O=C([O-])[O-]. The product is O=C(NC1CCC2CN(C(c3ccccc3)c3ccccc3)CC21)C(C1CCCCC1)C1CCCCC1. Reaction SMILES: [Br:33][CH:34]([c:35]1[cH:36][cH:37][cH:38][cH:39][cH:40]1)[c:41]1[cH:42][cH:43][cH:44][cH:45][cH:46]1.[CH2:47]([C:48]([CH3:49])=[O:50])[CH3:51].[CH:9]1([CH:15]([C:16](=[O:17])[NH:18][CH:19]2[CH2:20][CH2:21][CH:22]3[CH2:23][NH:24][CH2:25][CH:26]23)[CH:27]2[CH2:28][CH2:29][CH2:30][CH2:31][CH2:32]2)[CH2:10][CH2:11][CH2:12][CH2:13][CH2:14]1.[I-:2].[K+:1].[Na+:3].[Na+:4].[O-:5][C:6](=[O:7])[O-:8]>>[CH:9]1([CH:15]([C:16](=[O:17])[NH:18][CH:19]2[CH2:20][CH2:21][CH:22]3[CH2:23][N:24]([CH:34]([c:35]4[cH:36][cH:37][cH:38][cH:39][cH:40]4)[c:41]4[cH:42][cH:43][cH:44][cH:45][cH:46]4)[CH2:25][CH:26]23)[CH:27]2[CH2:28][CH2:29][CH2:30][CH2:31][CH2:32]2)[CH2:10][CH2:11][CH2:12][CH2:13][CH2:14]1. Starting materials: CCC(O)(CC)COc1ccc(C(CC)(CC)c2cc3ccc(OC)cc3s2)cc1C, CCOCC, CN(C)C=O. The product is CCC(O)(CC)COc1ccc(C(CC)(CC)c2cc3ccc(O)cc3s2)cc1C. Reaction SMILES: [CH2:1]([CH3:2])[C:3]([CH2:4][CH3:5])([c:6]1[cH:7][c:8]2[c:9]([s:10]1)[cH:11][c:12]([O:15][CH3:16])[cH:13][cH:14]2)[c:17]1[cH:18][c:19]([CH3:31])[c:20]([O:21][CH2:22][C:23]([CH2:24][CH3:25])([CH2:26][CH3:27])[OH:28])[cH:29][cH:30]1.[CH3:37][CH2:38][O:39][CH2:40][CH3:41].[O:32]=[CH:33][N:34]([CH3:35])[CH3:36]>>[CH2:1]([CH3:2])[C:3]([CH2:4][CH3:5])([c:6]1[cH:7][c:8]2[c:9]([s:10]1)[cH:11][c:12]([OH:15])[cH:13][cH:14]2)[c:17]1[cH:18][c:19]([CH3:31])[c:20]([O:21][CH2:22][C:23]([CH2:24][CH3:25])([CH2:26][CH3:27])[OH:28])[cH:29][cH:30]1. Reactants: O (water), [H-].[Na+] (Sodium hydride), C(C)OC=1C=C(CN2C=C(C(=C2)C2=CC=CC=C2)CCC(=O)OCC)C=C(C1)O (ethyl 3-[1-(3-ethoxy-5-hydroxybenzyl)-4-phenyl-3-pyrrolyl]propionate), ClCC=1N=C(OC1C)C1=CC=CC=C1 (4-Chloromethyl-5-methyl-2-phenyloxazole). The solvent is CN(C=O)C (N,N-dimethylformamide). Conditions: time 15 minute. The product is C(C)OC=1C=C(CN2C=C(C(=C2)C2=CC=CC=C2)CCC(=O)OCC)C=C(C1)OCC=1N=C(OC1C)C1=CC=CC=C1 (ethyl 3-[1-[3-ethoxy-5-(5-methyl-2-phenyl-4-oxazolylmethoxy)benzyl]-4-phenyl-3-pyrrolyl]propionate). The yield is 88.1%. As a reaction SMILES: [H-].[Na+].[CH2:3]([O:5][C:6]1[CH:7]=[C:8]([CH:28]=[C:29]([OH:31])[CH:30]=1)[CH2:9][N:10]1[CH:14]=[C:13]([C:15]2[CH:20]=[CH:19][CH:18]=[CH:17][CH:16]=2)[C:12]([CH2:21][CH2:22][C:23]([O:25][CH2:26][CH3:27])=[O:24])=[CH:11]1)[CH3:4].Cl[CH2:33][C:34]1[N:35]=[C:36]([C:40]2[CH:45]=[CH:44][CH:43]=[CH:42][CH:41]=2)[O:37][C:38]=1[CH3:39].O>CN(C)C=O>[CH2:3]([O:5][C:6]1[CH:7]=[C:8]([CH:28]=[C:29]([O:31][CH2:33][C:34]2[N:35]=[C:36]([C:40]3[CH:45]=[CH:44][CH:43]=[CH:42][CH:41]=3)[O:37][C:38]=2[CH3:39])[CH:30]=1)[CH2:9][N:10]1[CH:14]=[C:13]([C:15]2[CH:20]=[CH:19][CH:18]=[CH:17][CH:16]=2)[C:12]([CH2:21][CH2:22][C:23]([O:25][CH2:26][CH3:27])=[O:24])=[CH:11]1)[CH3:4] |f:0.1|. Reported procedure: Sodium hydride (60%, oily, 50.0 mg) was added to a solution of ethyl 3-[1-(3-ethoxy-5-hydroxybenzyl)-4-phenyl-3-pyrrolyl]propionate (492 mg) in N,N-dimethylformamide (10 ml) at 0° C., and the mixture was stirred at room temperature for 15 minutes. 4-Chloromethyl-5-methyl-2-phenyloxazole (260 mg) was added to the mixture, and the mixture was stirred at room temperature for 30 minutes. The reaction mixture was poured into water, and extracted with ethyl acetate. The ethyl acetate layer was washed ... The reactants are CCN=C=O, Cl, FC(F)(F)c1cc(COC2CCNCC2c2ccccc2)cc(C(F)(F)F)c1. Yields the product CCNC(=O)N1CCC(OCc2cc(C(F)(F)F)cc(C(F)(F)F)c2)C(c2ccccc2)C1. RXN SMILES: [CH2:30]([CH3:31])[N:32]=[C:33]=[O:34].[ClH:1].[F:2][C:3]([c:4]1[cH:5][c:6]([CH2:7][O:8][CH:9]2[CH:10]([c:15]3[cH:16][cH:17][cH:18][cH:19][cH:20]3)[CH2:11][NH:12][CH2:13][CH2:14]2)[cH:21][c:22]([C:24]([F:25])([F:26])[F:27])[cH:23]1)([F:28])[F:29]>>[F:2][C:3]([c:4]1[cH:5][c:6]([CH2:7][O:8][CH:9]2[CH:10]([c:15]3[cH:16][cH:17][cH:18][cH:19][cH:20]3)[CH2:11][N:12]([C:33]([NH:32][CH2:30][CH3:31])=[O:34])[CH2:13][CH2:14]2)[cH:21][c:22]([C:24]([F:25])([F:26])[F:27])[cH:23]1)([F:28])[F:29]. Reactants: COC(=O)c1csc(N2CCN(C(=O)OC(C)(C)C)CC2COc2cccnc2)n1, C1CCOC1, C1COCCO1, CO, Cl, [Li+], [OH-], O. The product is CC(C)(C)OC(=O)N1CCN(c2nc(C(=O)O)cs2)C(COc2cccnc2)C1. As a reaction SMILES: [C:3]([CH3:4])([CH3:5])([CH3:6])[O:7][C:8](=[O:9])[N:10]1[CH2:11][CH:12]([CH2:25][O:26][c:27]2[cH:28][n:29][cH:30][cH:31][cH:32]2)[N:13]([c:16]2[s:17][cH:18][c:19]([C:21](=[O:22])[O:23][CH3:24])[n:20]2)[CH2:14][CH2:15]1.[CH2:35]1[O:36][CH2:37][CH2:38][CH2:39]1.[CH2:42]1[O:43][CH2:44][CH2:45][O:46][CH2:47]1.[CH3:40][OH:41].[ClH:34].[Li+:1].[OH-:2].[OH2:33]>>[C:3]([CH3:4])([CH3:5])([CH3:6])[O:7][C:8](=[O:9])[N:10]1[CH2:11][CH:12]([CH2:25][O:26][c:27]2[cH:28][n:29][cH:30][cH:31][cH:32]2)[N:13]([c:16]2[s:17][cH:18][c:19]([C:21](=[O:22])[OH:23])[n:20]2)[CH2:14][CH2:15]1.